Dataset: the Open Reaction Database (ORD), a public repository of structured organic reaction records. Task: describe an organic reaction: reactants, conditions, products, and yield Reaction conditions: time 5 minute. Starting materials: CCN(C(C)C)C(C)C (DIPEA), C(C)(C)SC1=C(C(=O)O)C=CC=C1 (2-isopropylsulfanylbenzoic acid), C(Cl)Cl (DCM), C(C)OC(=O)C1(CC2=CC=CC=C2C1)N (2-amino-indane-2-carboxylic acid ethyl ester). Run in CC(C)O.C(Cl)Cl (iPrOH DCM). Procedure details: A 30 mL reaction vial is charged with 2-isopropylsulfanylbenzoic acid (430 mg, 2.19 mmol) and dry DCM (7 mL). A stirring bar is added. Stirring is initiated. After dissolution is complete, the HTBU (831 mg, 2.19 mmol) is added. After 5 min, 2-amino-indane-2-carboxylic acid ethyl ester. (450 mg, 2.19 mmol) is added followed by DIPEA (0.96 mL, 5.48 mmol). The reaction is allowed to stir for 3 days. Analysis by tlc of the reaction mixture (silica, 5% iPrOH/DCM) indicates complete consumption of the... As a reaction SMILES: [CH:1]([S:4][C:5]1[CH:13]=[CH:12][CH:11]=[CH:10][C:6]=1[C:7]([OH:9])=O)([CH3:3])[CH3:2].C(Cl)Cl.[CH2:17]([O:19][C:20]([C:22]1([NH2:31])[CH2:30][C:29]2[C:24](=[CH:25][CH:26]=[CH:27][CH:28]=2)[CH2:23]1)=[O:21])[CH3:18].CCN(C(C)C)C(C)C>CC(O)C.C(Cl)Cl>[CH2:17]([O:19][C:20]([C:22]1([NH:31][C:7](=[O:9])[C:6]2[CH:10]=[CH:11][CH:12]=[CH:13][C:5]=2[S:4][CH:1]([CH3:2])[CH3:3])[CH2:30][C:29]2[C:24](=[CH:25][CH:26]=[CH:27][CH:28]=2)[CH2:23]1)=[O:21])[CH3:18] |f:4.5|. The product is C(C)OC(=O)C1(CC2=CC=CC=C2C1)NC(C1=C(C=CC=C1)SC(C)C)=O (2-(2-Isopropylsulfanyl-benzoylamino)-indan-2-carboxylic acid ethyl ester). Starting materials: C(C)OC(=O)C1=CC(=CN1)C(CCC(=O)O)=O (4-[5-(Ethoxycarbonyl)-1H-pyrrol-3-yl]-4-oxobutanoic Acid), C(C)[SiH](CC)CC (triethylsilane). Run in C(=O)(C(F)(F)F)O (CF3COOH). Reaction conditions: time 30 minute. Product: C(C)OC(=O)C1=CC(=CN1)CCCC(=O)O (4-[5-(Ethoxycarbonyl)-1H-pyrrol-3-yl]butanoic Acid). Yield: 30.3%. RXN SMILES: [CH2:1]([O:3][C:4]([C:6]1[NH:10][CH:9]=[C:8]([C:11](=O)[CH2:12][CH2:13][C:14]([OH:16])=[O:15])[CH:7]=1)=[O:5])[CH3:2].C([SiH](CC)CC)C>C(O)(C(F)(F)F)=O>[CH2:1]([O:3][C:4]([C:6]1[NH:10][CH:9]=[C:8]([CH2:11][CH2:12][CH2:13][C:14]([OH:16])=[O:15])[CH:7]=1)=[O:5])[CH3:2]. Reported procedure: Into a 2000-mL 4-necked round-bottom flask was placed a solution of 113g (105 g, 438.92 mmol, 1.00 equiv) in CF3COOH (1000 mL), followed by the addition of triethylsilane (204 g, 1.75 mol, 4.00 equiv) dropwise with stirring at room temperature over 30 min (FIG. 14). The resulting solution was stirred at room temperature for 8 h, concentrated under vacuum and diluted with 500 mL of water and 500 mL of ethyl acetate. The pH value of the solution was adjusted to 7 with saturated aqueous sodium bica... Starting materials: Cc1ccccc1, Cc1cc(C2=NOC(c3cc(Cl)cc(Cl)c3)(C(F)(F)F)C2)sc1C(C)O, C1=C2CCCCNN2CCC1, [N-]=[N+]=NP(=O)(c1ccccc1)c1ccccc1. The product is Cc1cc(C2=NOC(c3cc(Cl)cc(Cl)c3)(C(F)(F)F)C2)sc1C(C)N=[N+]=[N-]. Reaction SMILES: [CH3:55][c:56]1[cH:57][cH:58][cH:59][cH:60][cH:61]1.[Cl:29][c:30]1[cH:31][c:32]([C:37]2([C:51]([F:52])([F:53])[F:54])[CH2:38][C:39]([c:42]3[cH:43][c:44]([CH3:50])[c:45]([CH:47]([CH3:48])[OH:49])[s:46]3)=[N:40][O:41]2)[cH:33][c:34]([Cl:36])[cH:35]1.[N:18]12[CH2:19][CH2:20][CH2:21][CH:22]=[C:23]1[CH2:24][CH2:25][CH2:26][CH2:27][NH:28]2.[c:1]1([P:2]([c:3]2[cH:4][cH:5][cH:6][cH:7][cH:8]2)(=[O:9])[N:15]=[N+:16]=[N-:17])[cH:10][cH:11][cH:12][cH:13][cH:14]1>>[N:15](=[N+:16]=[N-:17])[CH:47]([c:45]1[c:44]([CH3:50])[cH:43][c:42]([C:39]2=[N:40][O:41][C:37]([c:32]3[cH:31][c:30]([Cl:29])[cH:35][c:34]([Cl:36])[cH:33]3)([C:51]([F:52])([F:53])[F:54])[CH2:38]2)[s:46]1)[CH3:48]. Starting materials: N1CCCCC1 (piperidine), N([C@@H](CC1=CNC2=CC=CC=C12)C(=O)N[C@H](CC(C)C)C(=O)NCC(=O)N[C@@H](CCCNC(N)=N)C(=O)N[C@@H](CCC(O)=O)C(=O)N[C@@H](CC(O)=O)C(=O)O)C(=O)OCC1C2=CC=CC=C2C2=CC=CC=C12 (Fmoc-L-Trp-D-Leu-Gly-L-Arg-L-Glu-L-Asp-OH), C(C)(=O)O (acetic acid). Solvent: CS(=O)C (dimethylsulfoxide). Yields the product N[C@@H](CC1=CNC2=CC=CC=C12)C(=O)N[C@H](CC(C)C)C(=O)NCC(=O)N[C@@H](CCCNC(N)=N)C(=O)N[C@@H](CCC(O)=O)C(=O)N[C@@H](CC(O)=O)C(=O)O (H-L-Trp-D-Leu-Gly-L-Arg-L-Glu-L-Asp-OH). Reaction SMILES: [NH:1](C(OCC1C2C(=CC=CC=2)C2C1=CC=CC=2)=O)[C@H:2]([C:13]([NH:15][C@@H:16]([C:21]([NH:23][CH2:24][C:25]([NH:27][C@H:28]([C:36]([NH:38][C@H:39]([C:45]([NH:47][C@H:48]([C:53]([OH:55])=[O:54])[CH2:49][C:50](=[O:52])[OH:51])=[O:46])[CH2:40][CH2:41][C:42](=[O:44])[OH:43])=[O:37])[CH2:29][CH2:30][CH2:31][NH:32][C:33](=[NH:35])[NH2:34])=[O:26])=[O:22])[CH2:17][CH:18]([CH3:20])[CH3:19])=[O:14])[CH2:3][C:4]1[C:12]2[C:7](=[CH:8][CH:9]=[CH:10][CH:11]=2)[NH:6][CH:5]=1.N1CCCCC1.C(O)(=O)C>CS(C)=O>[NH2:1][C@H:2]([C:13]([NH:15][C@@H:16]([C:21]([NH:23][CH2:24][C:25]([NH:27][C@H:28]([C:36]([NH:38][C@H:39]([C:45]([NH:47][C@H:48]([C:53]([OH:55])=[O:54])[CH2:49][C:50](=[O:51])[OH:52])=[O:46])[CH2:40][CH2:41][C:42](=[O:43])[OH:44])=[O:37])[CH2:29][CH2:30][CH2:31][NH:32][C:33](=[NH:34])[NH2:35])=[O:26])=[O:22])[CH2:17][CH:18]([CH3:20])[CH3:19])=[O:14])[CH2:3][C:4]1[C:12]2[C:7](=[CH:8][CH:9]=[CH:10][CH:11]=2)[NH:6][CH:5]=1. Reported procedure: Fmoc-L-Trp-D-Leu-Gly-L-Arg-L-Glu-L-Asp-OH (50 mg), was dissolved in 0.5 ml of dimethylsulfoxide and 0.5 ml of piperidine was added to the solution. After reacting for an hour, the reaction mixture was neutralized with acetic acid under cooling. Starting materials: CCCCCCCCC(CCCCCC)C(=O)O, [Cl-], C[N+](C)(C)CC(O)CC(=O)[O-], O=C(O)C(F)(F)F. Yields the product CCCCCCCCC(CCCCCC)C(=O)O, Cl, C[N+](C)(C)CC(O)CC(=O)[O-]. Reaction SMILES: [CH2:13]([CH2:14][CH2:15][CH2:16][CH2:17][CH3:18])[CH:19]([C:20](=[O:21])[OH:22])[CH2:23][CH2:24][CH2:25][CH2:26][CH2:27][CH2:28][CH2:29][CH3:30].[Cl-:12].[OH:1][CH:2]([CH2:3][N+:4]([CH3:5])([CH3:6])[CH3:7])[CH2:8][C:9]([O-:10])=[O:11].[OH:31][C:32]([C:33]([F:34])([F:35])[F:36])=[O:37]>>[CH2:13]([CH2:14][CH2:15][CH2:16][CH2:17][CH3:18])[CH:19]([C:20](=[O:21])[OH:22])[CH2:23][CH2:24][CH2:25][CH2:26][CH2:27][CH2:28][CH2:29][CH3:30].[ClH:12].[OH:1][CH:2]([CH2:3][N+:4]([CH3:5])([CH3:6])[CH3:7])[CH2:8][C:9](=[O:10])[O-:11]. The reactants are COCCOC1=C(C(=CC=C1)[N+](=O)[O-])[N+](=O)[O-] (1-(2-Methoxy-ethoxy)-2,3-dinitro-benzene). Solvent: CO (MeOH). Reaction conditions: time 2 hour. The product is COCCOC1=C(C(=CC=C1)N)N (3-(2-Methoxy-ethoxy)-benzene-1,2-diamine). RXN SMILES: [CH3:1][O:2][CH2:3][CH2:4][O:5][C:6]1[CH:11]=[CH:10][CH:9]=[C:8]([N+:12]([O-])=O)[C:7]=1[N+:15]([O-])=O>CO>[CH3:1][O:2][CH2:3][CH2:4][O:5][C:6]1[CH:11]=[CH:10][CH:9]=[C:8]([NH2:12])[C:7]=1[NH2:15]. Procedure details: 1.80 g (7.43 mmol) 1-(2-Methoxy-ethoxy)-2,3-dinitro-benzene were dissolved in 250 mL MeOH. The solution was evacuated and rinsed with argon several times. 250 mg palladium on charcoal (10%) were added and again the mixture was evacuated and rinsed with argon several times. Finally argon was exchanged by hydrogen (balloon filled with hydrogen) and the mixture was stirred for 2 h at room temperature. The reaction mixture was filtered over “Celite” and the filter residue was washed with 100 mL MeOH... The reactants are NC1=CC=C(C(=O)N2[C@H](C[C@H](C3=CC=CC=C23)N(C(CC)=O)C2=CC=CC=C2)C)C=C1 ((±)-cis-N-[1-(4-amino-benzoyl)-2-methyl-1,2,3,4-tetrahydro-quinolin-4-yl]-N-phenyl-propionamide), O (water), NC1=CC=C(C(=O)N2[C@H](C[C@H](C3=CC=CC=C23)N(C(CC)=O)C2=CC=CC=C2)C)C=C1 ((±)-cis-N-[1-(4-amino-benzoyl)-2-methyl-1,2,3,4-tetrahydro-quinolin-4-yl]-N-phenyl-propionamide), C([O-])([O-])=O.[K+].[K+] (potassium carbonate), BrC(C(=O)OC)C (methyl 2-bromopropionate). Solvent: CN(C=O)C (dimethylformamide). Run at temperature 100 celsius. Product: COC(C(C)NC1=CC=C(C=C1)C(=O)N1[C@H](C[C@H](C2=CC=CC=C12)N(C1=CC=CC=C1)C(C)=O)C)=O ((±)-Cis-2-{4-[4-(acetyl-phenyl-amino)-2-methyl-3,4-dihydro-2H-quinoline-1-carbonyl]-phenylamino}-propionic acid methyl ester). The yield is 87.0%. Reaction SMILES: [NH2:1][C:2]1[CH:31]=[CH:30][C:5]([C:6]([N:8]2[C:17]3[C:12](=[CH:13][CH:14]=[CH:15][CH:16]=3)[C@H:11]([N:18]([C:23]3[CH:28]=[CH:27][CH:26]=[CH:25][CH:24]=3)[C:19](=[O:22])[CH2:20]C)[CH2:10][C@@H:9]2[CH3:29])=[O:7])=[CH:4][CH:3]=1.C(=O)([O-])[O-].[K+].[K+].Br[CH:39]([CH3:44])[C:40]([O:42][CH3:43])=[O:41].O>CN(C)C=O>[CH3:43][O:42][C:40](=[O:41])[CH:39]([NH:1][C:2]1[CH:31]=[CH:30][C:5]([C:6]([N:8]2[C:17]3[C:12](=[CH:13][CH:14]=[CH:15][CH:16]=3)[C@H:11]([N:18]([C:19](=[O:22])[CH3:20])[C:23]3[CH:28]=[CH:27][CH:26]=[CH:25][CH:24]=3)[CH2:10][C@@H:9]2[CH3:29])=[O:7])=[CH:4][CH:3]=1)[CH3:44] |f:1.2.3|. Procedure: (±)-Cis-2-{4-[4-(acetyl-phenyl-amino)-2-methyl-3,4-dihydro-2H-quinoline-1-carbonyl]-phenylamino}-propionic acid methyl ester was prepared from (±)-cis-N-[1-(4-amino-benzoyl)-2-methyl-1,2,3,4-tetrahydro-quinolin-4-yl]-N-phenyl-propionamide. A mixture of (±)-cis-N-[1-(4-amino-benzoyl)-2-methyl-1,2,3,4-tetrahydro-quinolin-4-yl]-N-phenyl-propionamide (210 mg, 0.53 mmol), potassium carbonate (123 mg, 0.89 mmol), and methyl 2-bromopropionate (70 uL, 0.63 mmol) in dry dimethylformamide (2 mL) was heate... Reactants: COC(=O)C=1C(=NOC1N)C1=C(C=CC=C1)OC(F)(F)F (methyl-5-amino-3-(2-(trifluoromethoxy)phenyl)isoxazol-4-carboxylate), [OH-].[Na+] (sodium hydroxide). Solvent: CO (methanol). The product is NC1=C(C(=NO1)C1=C(C=CC=C1)OC(F)(F)F)C(=O)O (5-amino-3-(2-(trifluoromethoxy)phenyl)isoxazol-4-carboxylic acid). Yield: 70.0%. As a reaction SMILES: C[O:2][C:3]([C:5]1[C:6]([C:11]2[CH:16]=[CH:15][CH:14]=[CH:13][C:12]=2[O:17][C:18]([F:21])([F:20])[F:19])=[N:7][O:8][C:9]=1[NH2:10])=[O:4].[OH-].[Na+]>CO>[NH2:10][C:9]1[O:8][N:7]=[C:6]([C:11]2[CH:16]=[CH:15][CH:14]=[CH:13][C:12]=2[O:17][C:18]([F:20])([F:21])[F:19])[C:5]=1[C:3]([OH:4])=[O:2] |f:1.2|. Procedure: In a similar manner as described in Preparation Example 25, by using methanol (60 mL), methyl-5-amino-3-(2-(trifluoromethoxy)phenyl)isoxazol-4-carboxylate (6.0 g, 19.85 mmol) and 3% sodium hydroxide aqueous solution (60 mL), a white solid required compound (4.00 g, 13.89 mmol, 70%) was obtained. Reactants: CCCCCCCC=O, [Na+], O=C1CCCC1, [OH-]. The product is CCCCCCCC=C1CCCC1=O. As a reaction SMILES: [CH:1]([CH2:2][CH2:3][CH2:4][CH2:5][CH2:6][CH2:7][CH3:8])=[O:9].[Na+:17].[O:10]=[C:11]1[CH2:12][CH2:13][CH2:14][CH2:15]1.[OH-:16]>>[CH:1]([CH2:2][CH2:3][CH2:4][CH2:5][CH2:6][CH2:7][CH3:8])=[C:12]1[C:11](=[O:10])[CH2:15][CH2:14][CH2:13]1.